Dataset: the Open Reaction Database (ORD), a public repository of structured organic reaction records. Task: describe an organic reaction: reactants, conditions, products, and yield RXN SMILES: [C:1]([CH3:2])([CH3:3])([CH3:4])[O:5][C:6](=[O:7])[N:8]1[CH2:9][CH:10]2[CH:11]([N:12]3[c:13]4[c:14]([cH:15][c:16]([Br:19])[cH:17][c:18]42)[CH2:20][CH2:21]3)[CH2:22][CH2:23]1.[Cl:24][c:25]1[cH:26][c:27]([B:32]([OH:33])[OH:34])[cH:28][c:29]([Cl:31])[cH:30]1>>[C:1]([CH3:2])([CH3:3])([CH3:4])[O:5][C:6](=[O:7])[N:8]1[CH2:9][CH:10]2[CH:11]([N:12]3[c:13]4[c:14]([cH:15][c:16](-[c:27]5[cH:26][c:25]([Cl:24])[cH:30][c:29]([Cl:31])[cH:28]5)[cH:17][c:18]42)[CH2:20][CH2:21]3)[CH2:22][CH2:23]1. The reactants are CC(C)(C)OC(=O)N1CCC2C(C1)c1cc(Br)cc3c1N2CC3, OB(O)c1cc(Cl)cc(Cl)c1. Yields the product CC(C)(C)OC(=O)N1CCC2C(C1)c1cc(-c3cc(Cl)cc(Cl)c3)cc3c1N2CC3. Reactants: O (water), [OH-].[Na+] (sodium hydroxide), ice, C(C=C)C1=C(C(=CC=2C(=NOC21)C2=C(C=CC=C2F)F)Cl)O (7-allyl-5-chloro-3-(2,6-difluorophenyl)-6-hydroxy-1,2-benzisoxazole), ClC1=CC(=CC=C1)C(=O)OO (m-chloroperbenzoic acid). Solvent: C(Cl)Cl (methylene chloride). Product: ClC=1C2=C(C3=C(C(=NO3)C3=C(C=CC=C3F)F)C1)CC(O2)CO (5-chloro-3-(2,6-difluorophenyl)-7,8-dihydrofuro[2,3-g]-1,2-benzisoxazole-7-methanol). Isolated yield 86.0%. RXN SMILES: [CH2:1]([C:4]1[C:12]2[O:11][N:10]=[C:9]([C:13]3[C:18]([F:19])=[CH:17][CH:16]=[CH:15][C:14]=3[F:20])[C:8]=2[CH:7]=[C:6]([Cl:21])[C:5]=1[OH:22])[CH:2]=[CH2:3].ClC1C=CC=C(C(OO)=[O:31])C=1.O.[OH-].[Na+]>C(Cl)Cl>[Cl:21][C:6]1[C:5]2[O:22][CH:2]([CH2:3][OH:31])[CH2:1][C:4]=2[C:12]2[O:11][N:10]=[C:9]([C:13]3[C:14]([F:20])=[CH:15][CH:16]=[CH:17][C:18]=3[F:19])[C:8]=2[CH:7]=1 |f:3.4|. Procedure details: To the ice-cooled solution of 7-allyl-5-chloro-3-(2,6-difluorophenyl)-6-hydroxy-1,2-benzisoxazole (3.1 g) in methylene chloride (80 ml), 4.6 g of m-chloroperbenzoic acid was added in small portions under agitation, and the mixture was subsequently refluxed for 5 hours. After cooling the mixture, water and an aqueous solution of 2N sodium hydroxide were added and the mixture was subjected to extraction with methylene chloride. The methylene chloride layer was washed with water and dried. By disti... Reactants: ClC1=CC(=NC=2N1N=CC2)C (7-chloro-5-methylpyrazolo[1,5-a]pyrimidine), NCC1=CC=C(C=C1)C1=C(C=CC=C1)C#N (4-aminomethyl-2'-cyanobiphenyl). Solvent: C(C)O (ethanol). Product: C(#N)C1=C(C=CC=C1)C1=CC=C(C=C1)CNC1=CC(=NC=2N1N=CC2)C (7-[(2'-Cyanobiphenyl-4-yl)methylamino]-5-methylpyrazolo[1,5-a]pyrimidine). RXN SMILES: Cl[C:2]1[N:7]2[N:8]=[CH:9][CH:10]=[C:6]2[N:5]=[C:4]([CH3:11])[CH:3]=1.[NH2:12][CH2:13][C:14]1[CH:19]=[CH:18][C:17]([C:20]2[CH:25]=[CH:24][CH:23]=[CH:22][C:21]=2[C:26]#[N:27])=[CH:16][CH:15]=1>C(O)C>[C:26]([C:21]1[CH:22]=[CH:23][CH:24]=[CH:25][C:20]=1[C:17]1[CH:16]=[CH:15][C:14]([CH2:13][NH:12][C:2]2[N:7]3[N:8]=[CH:9][CH:10]=[C:6]3[N:5]=[C:4]([CH3:11])[CH:3]=2)=[CH:19][CH:18]=1)#[N:27]. Procedure details: 3.35 g (20 mmol) 7-chloro-5-methylpyrazolo[1,5-a]pyrimidine (prepared according to Y. Makisumi, Chem. Pharm. Bull. 1962, 10, 620) and 4.17 g (20 mmol) 4-aminomethyl-2'-cyanobiphenyl were heated with reflux in 40 ml dry ethanol for 4 hours. The solvent was distilled off in vacuo, and the remaining oil solidified after stirring with a mixture of 20 ml hexane and 20 ml t-butylmethylether to give a reddish powder of the pure title compound, m.p. 221°-223° C. Reactants: COC(=O)Nc1ccc(CCOc2ccc(C=C3SC(=O)NC3=O)cc2)cc1, CCOC(C)=O. Product: COC(=O)Nc1ccc(CCOc2ccc(CC3SC(=O)NC3=O)cc2)cc1. Reaction SMILES: [CH3:1][O:2][C:3](=[O:4])[NH:5][c:6]1[cH:7][cH:8][c:9]([CH2:12][CH2:13][O:14][c:15]2[cH:16][cH:17][c:18]([CH:19]=[C:20]3[C:21](=[O:26])[NH:22][C:23](=[O:25])[S:24]3)[cH:27][cH:28]2)[cH:10][cH:11]1.[CH3:29][CH2:30][O:31][C:32](=[O:33])[CH3:34]>>[CH3:1][O:2][C:3](=[O:4])[NH:5][c:6]1[cH:7][cH:8][c:9]([CH2:12][CH2:13][O:14][c:15]2[cH:16][cH:17][c:18]([CH2:19][CH:20]3[C:21](=[O:26])[NH:22][C:23](=[O:25])[S:24]3)[cH:27][cH:28]2)[cH:10][cH:11]1. Starting materials: mixed solvent, FC=1C=C(C=CC1)Br (3-fluorobromobenzene), [Mg] (magnesium), COB(OC)OC (trimethoxyborane), 5, FC=1C=C(C=CC1OCCC)Br (3-fluoro-4-propoxybromobenzene), OB(C1=CC(=CC=C1)F)O (dihydroxy(3-fluorophenyl)borane), Cl (hydrochloric acid), Grignard reagent, C(=O)([O-])[O-].[K+].[K+] (K2CO3). Procedure: A mixture of 22.0 g (94.4 mmol) of 3-fluoro-4-propoxybromobenzene, 22.5 g (141.6 mmol) of dihydroxy(3-fluorophenyl)borane (prepared by reacting a Grignard reagent, which was prepared from 3-fluorobromobenzene and magnesium, with trimethoxyborane, and then hydrolysing with hydrochloric acid), 26.1 g (188.8 mmol) of K2CO3, 2.0 g of 5%Pd—C, and 150 ml of mixed solvent of toluene/ethanol/water (1/1/1) was heated to reflux for 27 hours. Subsequently, the Pd—C was removed by filtration, the mixture wa... The solvent is CCCCCCC.C1(=CC=CC=C1)C (heptane toluene), C1(=CC=CC=C1)C.C(C)O.O (toluene ethanol water). The reagents and catalysts are [Pd] (Pd—C). Reaction SMILES: [F:1][C:2]1[CH:3]=[C:4](Br)[CH:5]=[CH:6][C:7]=1[O:8][CH2:9][CH2:10][CH3:11].OB(O)[C:15]1[CH:20]=[CH:19][CH:18]=[C:17]([F:21])[CH:16]=1.FC1C=C(Br)C=CC=1.[Mg].COB(OC)OC.Cl.C([O-])([O-])=O.[K+].[K+]>[Pd].CCCCCCC.C1(C)C=CC=CC=1.C1(C)C=CC=CC=1.C(O)C.O>[F:1][C:2]1[CH:3]=[C:4]([C:15]2[CH:20]=[CH:19][CH:18]=[C:17]([F:21])[CH:16]=2)[CH:5]=[CH:6][C:7]=1[O:8][CH2:9][CH2:10][CH3:11] |f:6.7.8,10.11,12.13.14|. Yield: 85.8%. Product: FC=1C=C(C=CC1OCCC)C1=CC(=CC=C1)F (3,3′-difluoro-4-propoxybiphenyl). Starting materials: C1(CCC2=CC=CC=C12)=NO (1-Indanone oxime), C(C)(=O)OC(C)=O (acetic anhydride). Solvent: N1=CC=CC=C1 (pyridine). Reaction conditions: time 2.5 hour. Product: C(C)(=O)NC1=CCC2=CC=CC=C12 (N-Acetyl-3-amino-1H-indene). Reaction SMILES: [C:1]1(=[N:10]O)[C:9]2[C:4](=[CH:5][CH:6]=[CH:7][CH:8]=2)[CH2:3][CH2:2]1.[C:12](OC(=O)C)(=[O:14])[CH3:13]>N1C=CC=CC=1>[C:12]([NH:10][C:1]1[C:9]2[C:4](=[CH:5][CH:6]=[CH:7][CH:8]=2)[CH2:3][CH:2]=1)(=[O:14])[CH3:13]. Reported procedure: 1-Indanone oxime (7.02 g, 0.048 moles), pyridine (250 ml) and acetic anhydride (170 ml) were stirred and heated under nitrogen at reflux for 16.5 hours. The cooled mixture was evaporated in vacuo and the residue agitated thoroughly with 1N sodium carbonate solution and ether (250 ml each). The liquid was filtered through filter-aid and the black solid treated again with sodium carbonate/ether and filtered. The combined ether extracts and washes were dried (MgSO4) and evaporated to a black-orange...